describe an organic reaction: reactants, conditions, products, and yield From a dataset of the Open Reaction Database (ORD), a public repository of structured organic reaction records. Conditions: time 1 hour. Reported procedure: To a solution piperazin-3-one-1-carboxylic acid tert-butyl ester (2.11 g, 10.5 mmol) in dry DMEF (20 mL) at 0° C. was added sodium hydride (60% dispersion in mineral oil, 632 mg, 15.8 mmol). The reaction mixture was stirred for 1 hour, and then a solution of the mesylate from Step C (5.47 g, 10.5 mmol) in DMF (10 mL) was added. The reaction mixture was stirred for 16 hours. The solvent was removed in vacuo and the residue partitioned between methylene chloride (100 mL) and saturated aqueous sodi... As a reaction SMILES: [C:1]([O:5][C:6]([N:8]1[CH2:13][CH2:12][NH:11][C:10](=[O:14])[CH2:9]1)=[O:7])([CH3:4])([CH3:3])[CH3:2].[H-].[Na+].[Br:17][C:18]1[CH:23]=[CH:22][C:21]([O:24][Si:25]([C:38]([CH3:41])([CH3:40])[CH3:39])([C:32]2[CH:37]=[CH:36][CH:35]=[CH:34][CH:33]=2)[C:26]2[CH:31]=[CH:30][CH:29]=[CH:28][CH:27]=2)=[CH:20][C:19]=1[CH2:42]OS(C)(=O)=O>CN(C=O)C>[C:1]([O:5][C:6]([N:8]1[CH2:13][CH2:12][N:11]([CH2:42][C:19]2[CH:20]=[C:21]([O:24][Si:25]([C:38]([CH3:40])([CH3:39])[CH3:41])([C:32]3[CH:33]=[CH:34][CH:35]=[CH:36][CH:37]=3)[C:26]3[CH:31]=[CH:30][CH:29]=[CH:28][CH:27]=3)[CH:22]=[CH:23][C:18]=2[Br:17])[C:10](=[O:14])[CH2:9]1)=[O:7])([CH3:4])([CH3:2])[CH3:3] |f:1.2|. Run in CN(C)C=O (DMF). The reactants are C(C)(C)(C)OC(=O)N1CC(NCC1)=O (piperazin-3-one-1-carboxylic acid tert-butyl ester), [H-].[Na+] (sodium hydride), BrC1=C(C=C(C=C1)O[Si](C1=CC=CC=C1)(C1=CC=CC=C1)C(C)(C)C)COS(=O)(=O)C (4-bromo-1-(tert-butyldiphenylsilyloxy)-3-(methanesulfonyloxymethyl)benzene). Product: C(C)(C)(C)OC(=O)N1CC(N(CC1)CC1=C(C=CC(=C1)O[Si](C1=CC=CC=C1)(C1=CC=CC=C1)C(C)(C)C)Br)=O (4-[2-bromo-5-(tert-butyldiphenylsilyloxy)-benzyl]-3-oxo-piperazine-1-carboxylic acid tert-butyl ester). The reactants are BrC=1C=CC(=NC1)C(F)(F)F (5-bromo-2-trifluoromethyl-pyridine), C([O-])([O-])=O.[Cs+].[Cs+] (cesium carbonate), FC1=C(OC2=CC3=C(NC(=N3)C3=NC=CN=C3)C=C2O)C=CC=C1 (5-(2-fluorophenoxy)-6-hydroxy-2-pyrazin-2-yl-1H-benzimidazole). Reagents/catalysts: [Cu]=O (copper(II) oxide). Run in CN1C(CCC1)=O (N-methylpyrrolidinone). Run at temperature 130 celsius, time 5 hour. Yields the product FC1=C(OC2=CC3=C(NC(=N3)C3=NC=CN=C3)C=C2OC=2C=NC(=CC2)C(F)(F)F)C=CC=C1 (5-(2-Fluoro-phenoxy)-2-pyrazin-2-yl-6-(6-trifluoromethyl-pyridin-3-yloxy)-1H-benzimidazole). As a reaction SMILES: Br[C:2]1[CH:3]=[CH:4][C:5]([C:8]([F:11])([F:10])[F:9])=[N:6][CH:7]=1.C(=O)([O-])[O-].[Cs+].[Cs+].[F:18][C:19]1[CH:41]=[CH:40][CH:39]=[CH:38][C:20]=1[O:21][C:22]1[C:36]([OH:37])=[CH:35][C:25]2[NH:26][C:27]([C:29]3[CH:34]=[N:33][CH:32]=[CH:31][N:30]=3)=[N:28][C:24]=2[CH:23]=1>[Cu]=O.CN1CCCC1=O>[F:18][C:19]1[CH:41]=[CH:40][CH:39]=[CH:38][C:20]=1[O:21][C:22]1[C:36]([O:37][C:2]2[CH:7]=[N:6][C:5]([C:8]([F:11])([F:10])[F:9])=[CH:4][CH:3]=2)=[CH:35][C:25]2[NH:26][C:27]([C:29]3[CH:34]=[N:33][CH:32]=[CH:31][N:30]=3)=[N:28][C:24]=2[CH:23]=1 |f:1.2.3|. Reported procedure: 16 mg of 5-bromo-2-trifluoromethyl-pyridine, 50 mg of cesium carbonate and 10 mg of copper(II) oxide were added to an N-methylpyrrolidinone (1 ml) solution of 21 mg of 5-(2-fluorophenoxy)-6-hydroxy-2-pyrazin-2-yl-1H-benzimidazole obtained in Example 251 (step 1), and the reaction liquid was stirred at 130° C. for 5 hours. The deposit was separated through filtration, and the solution was purified through reversed-phase middle-pressure liquid chromatography [ODS-AS-360-CC (by YMC), mobile phase: ...